This data is from the Open Reaction Database (ORD), a public repository of structured organic reaction records. The task is: describe an organic reaction: reactants, conditions, products, and yield The reactants are C1(=CC=CC=C1)S(=O)(=O)C1=CC(=C(C=C1)CCC=C)Br (4-benzenesulfonyl-2-bromo-1-but-3-enyl-benzene), potassium osmate dihydrate, hydroquinidine (anthraquinone-1,4-diyl)diether, C(=O)([O-])[O-].[K+].[K+] (K2CO3), CC(C)(C)O.O (t-BuOH H2O), [O-]S(=O)[O-].[Na+].[Na+] (Na2SO3), O (water). Reagents/catalysts: [Fe-3](C#N)(C#N)(C#N)(C#N)(C#N)C#N.[K+].[K+].[K+] (potassium ferricyanide). Run in CC(C)(C)O (t-BuOH). Conditions: temperature 0 celsius. Yields the product C1(=CC=CC=C1)S(=O)(=O)C1=CC(=C(C=C1)CC[C@H](CO)O)Br ((R)-4-(4-benzenesulfonyl-2-bromo-phenyl)-butane-1,2-diol). As a reaction SMILES: [C:1]([O-:4])([O-])=O.[K+].[K+].[C:7]1([S:13]([C:16]2[CH:21]=[CH:20][C:19]([CH2:22][CH2:23]C=C)=[C:18]([Br:26])[CH:17]=2)(=[O:15])=[O:14])[CH:12]=[CH:11][CH:10]=[CH:9][CH:8]=1.[O-]S([O-])=O.[Na+].[Na+].O.C[C:35]([OH:38])(C)C.O>CC(O)(C)C.[Fe-3](C#N)(C#N)(C#N)(C#N)(C#N)C#N.[K+].[K+].[K+]>[C:7]1([S:13]([C:16]2[CH:21]=[CH:20][C:19]([CH2:22][CH2:23][C@@H:1]([OH:4])[CH2:35][OH:38])=[C:18]([Br:26])[CH:17]=2)(=[O:15])=[O:14])[CH:12]=[CH:11][CH:10]=[CH:9][CH:8]=1 |f:0.1.2,4.5.6,8.9,11.12.13.14|. Procedure: A solution of potassium osmate dihydrate (1.19 mg, 0.0034 mmol), hydroquinidine (anthraquinone-1,4-diyl)diether (7.32 mg, 0.00851 mmol), potassium ferricyanide (843 mg, 2.55 mmol) and K2CO3 (357 mg, 2.55 mmol) in t-BuOH/H2O (3.5 mL/4.5 mL) was cooled to 0° C. and a solution of 4-benzenesulfonyl-2-bromo-1-but-3-enyl-benzene (299 mg, 0.851 mmol) in t-BuOH (1 mL) was added. The reaction was maintained at 0° C. for 18 hours, then Na2SO3 (0.68 g) was added at 0° C. The reaction was allowed to warm to...